This data is from the Open Reaction Database (ORD), a public repository of structured organic reaction records. The task is: describe an organic reaction: reactants, conditions, products, and yield The reactants are BrCCCOc1cccc(-c2noc3ccsc23)c1, O=C([O-])[O-], COc1cccc(CN)c1, CC#N, [K+], [K+]. Product: COc1cccc(CNCCCOc2cccc(-c3noc4ccsc34)c2)c1. As a reaction SMILES: [Br:1][CH2:2][CH2:3][CH2:4][O:5][c:6]1[cH:7][c:8](-[c:12]2[n:13][o:14][c:15]3[c:16]2[s:17][cH:18][cH:19]3)[cH:9][cH:10][cH:11]1.[C:20](=[O:21])([O-:22])[O-:23].[CH3:26][O:27][c:28]1[cH:29][c:30]([CH2:31][NH2:32])[cH:33][cH:34][cH:35]1.[CH3:36][C:37]#[N:38].[K+:24].[K+:25]>>[CH2:2]([CH2:3][CH2:4][O:5][c:6]1[cH:7][c:8](-[c:12]2[n:13][o:14][c:15]3[c:16]2[s:17][cH:18][cH:19]3)[cH:9][cH:10][cH:11]1)[NH:32][CH2:31][c:30]1[cH:29][c:28]([O:27][CH3:26])[cH:35][cH:34][cH:33]1.